From a dataset of the Open Reaction Database (ORD), a public repository of structured organic reaction records. describe an organic reaction: reactants, conditions, products, and yield The reactants are NC=1C(=NNC1)C1=NC=2C(=CC=3C(C(N(C3C2)C(C)C)=O)(C)C)N1 (2-(4-amino-1H-pyrazol-3-yl)-5-isopropyl-7,7-dimethyl-5,7-dihydro-1H-imidazo[4,5-f]indol-6-one), C1(CC1)C(=O)Cl (cyclopropanecarbonyl chloride). Yields the product C(C)(C)N1C(C(C=2C=C3C(=CC12)N=C(N3)C3=NNC=C3NC(=O)C3CC3)(C)C)=O (Cyclopropanecarboxylic acid[3-(5-isopropyl-7,7-dimethyl-6-oxo-1,5,6,7-tetrahydro-imidazo[4,5-f]indol-2-yl)-1H-pyrazol-4-yl]-amide), powder. Isolated yield 22.0%. RXN SMILES: [NH2:1][C:2]1[C:3]([C:7]2[NH:24][C:10]3=[CH:11][C:12]4[C:13]([CH3:23])([CH3:22])[C:14](=[O:21])[N:15]([CH:18]([CH3:20])[CH3:19])[C:16]=4[CH:17]=[C:9]3[N:8]=2)=[N:4][NH:5][CH:6]=1.[CH:25]1([C:28](Cl)=[O:29])[CH2:27][CH2:26]1>>[CH:18]([N:15]1[C:16]2[CH:17]=[C:9]3[N:8]=[C:7]([C:3]4[C:2]([NH:1][C:28]([CH:25]5[CH2:27][CH2:26]5)=[O:29])=[CH:6][NH:5][N:4]=4)[NH:24][C:10]3=[CH:11][C:12]=2[C:13]([CH3:22])([CH3:23])[C:14]1=[O:21])([CH3:19])[CH3:20]. Reported procedure: Cyclopropanecarboxylic acid[3-(5-isopropyl-7,7-dimethyl-6-oxo-1,5,6,7-tetrahydro-imidazo[4,5-f]indol-2-yl)-1H-pyrazol-4-yl]-amide was prepared using 2-(4-amino-1H-pyrazol-3-yl)-5-isopropyl-7,7-dimethyl-5,7-dihydro-1H-imidazo[4,5-f]indol-6-one (325 mg, 0.90 mmol) and cyclopropanecarbonyl chloride (92 μl, 0.99 mmol). The title compound was obtained as dark green powder (85 mg, 22%). Starting materials: Cc1ccccc1, O=C1CCC(=O)N1Cl, c1ccc(N=C(CC(Sc2ccccc2)Sc2ccccc2)Sc2ccccc2)cc1. The product is C(=C(Sc1ccccc1)Sc1ccccc1)C(=Nc1ccccc1)Sc1ccccc1. Reaction SMILES: [CH3:40][c:41]1[cH:42][cH:43][cH:44][cH:45][cH:46]1.[Cl:32][N:33]1[C:34](=[O:35])[CH2:36][CH2:37][C:38]1=[O:39].[c:1]1([S:7][CH:8]([CH2:9][C:10](=[N:11][c:12]2[cH:13][cH:14][cH:15][cH:16][cH:17]2)[S:18][c:19]2[cH:20][cH:21][cH:22][cH:23][cH:24]2)[S:25][c:26]2[cH:27][cH:28][cH:29][cH:30][cH:31]2)[cH:2][cH:3][cH:4][cH:5][cH:6]1>>[c:1]1([S:7][C:8](=[CH:9][C:10](=[N:11][c:12]2[cH:13][cH:14][cH:15][cH:16][cH:17]2)[S:18][c:19]2[cH:20][cH:21][cH:22][cH:23][cH:24]2)[S:25][c:26]2[cH:27][cH:28][cH:29][cH:30][cH:31]2)[cH:2][cH:3][cH:4][cH:5][cH:6]1. Reactants: CC1(C(CC(CC1)(C)C)=O)C (2,2,5,5-tetramethylcyclohexanone), C[Li] (methyl lithium), ice. Solvent: CCOCC (ether). Reaction conditions: temperature 0 celsius, time 2.5 hour. The product is CC1(C(CCC(C1)(C)C)(C)C)O (1,2,2,5,5-pentamethylcyclohexanol). Reaction SMILES: [CH3:1][C:2]1([CH3:11])[CH2:7][CH2:6][C:5]([CH3:9])([CH3:8])[CH2:4][C:3]1=[O:10].[CH3:12][Li]>CCOCC>[CH3:12][C:3]1([OH:10])[CH2:4][C:5]([CH3:9])([CH3:8])[CH2:6][CH2:7][C:2]1([CH3:11])[CH3:1]. Procedure: A solution of 26.4 g of 2,2,5,5-tetramethylcyclohexanone in 250 ml of ether is added dropwise at -20° C. to 102.8 ml of methyl lithium (2 molar in ether). After stirring at 0° C. for 2.5 hours, the mixture is poured into ice/1N hydrochloric acid and extracted with ether. The organic phase is washed with water, dried and evaporated. The residue is distilled in a water-jet vacuum. There are obtained 22.6 g of 1,2,2,5,5-pentamethylcyclohexanol as a colorless liquid, b.p. 81°-87° C./17 mm. Starting materials: OC1=CC=CC2=C1CC1=CC=CC=C1C21CCN(CC1)C (4-Hydroxy-1'-methyl-9,10-dihydroanthracene-9-spiro-4'-piperidine), C(C)(=O)OC(C)=O (acetic anhydride), C(CC(O)(C(=O)O)CC(=O)O)(=O)O (citric acid), C([O-])([O-])=O.[Na+].[Na+] (sodium carbonate). Solvent: N1=CC=CC=C1 (pyridine), CCOCC (ether), O (water). Product: C(CC(O)(C(=O)O)CC(=O)O)(=O)O.C(C)(=O)OC1=CC=CC2=C1CC1=CC=CC=C1C21CCN(CC1)C (4-acetoxy-1'-methyl-9,10-dihydroanthracene-9-spiro-4'-piperidine citrate). Reaction SMILES: [OH:1][C:2]1[C:7]2[CH2:8][C:9]3[C:14]([C:15]4([CH2:20][CH2:19][N:18]([CH3:21])[CH2:17][CH2:16]4)[C:6]=2[CH:5]=[CH:4][CH:3]=1)=[CH:13][CH:12]=[CH:11][CH:10]=3.[C:22](OC(=O)C)(=[O:24])[CH3:23].C(=O)([O-])[O-].[Na+].[Na+].[C:35]([OH:47])(=[O:46])[CH2:36][C:37]([CH2:42][C:43]([OH:45])=[O:44])([C:39]([OH:41])=[O:40])[OH:38]>CCOCC.O.N1C=CC=CC=1>[C:35]([OH:47])(=[O:46])[CH2:36][C:37]([CH2:42][C:43]([OH:45])=[O:44])([C:39]([OH:41])=[O:40])[OH:38].[C:22]([O:1][C:2]1[C:7]2[CH2:8][C:9]3[C:14]([C:15]4([CH2:20][CH2:19][N:18]([CH3:21])[CH2:17][CH2:16]4)[C:6]=2[CH:5]=[CH:4][CH:3]=1)=[CH:13][CH:12]=[CH:11][CH:10]=3)(=[O:24])[CH3:23] |f:2.3.4,9.10|. Procedure details: 4-Hydroxy-1'-methyl-9,10-dihydroanthracene-9-spiro-4'-piperidine (0.9 g.) is added to pyridine (7 ml.) and acetic anhydride (5 ml.) and the solution is warmed on the steam bath for 1 hour. It is then poured into water, basified with solid sodium carbonate, and extracted with ethyl acetate. The ethyl acetate extract is washed with water, dried (MgSO4), and evaporated to give an oil to which is added an excess of a saturated solution of citric acid in ether. The resulting solid is filtered off and... Reactants: CC=1C=C(C=O)C=C(C1)C (3,5-Dimethylbenzaldehyde), [C@@H]1(CCCC2=CC=CC=C12)N ((1S)-1,2,3,4-tetrahydro-1-naphthalenylamine). Yields the product CC=1C=C(CN[C@H]2CCCC3=CC=CC=C23)C=C(C1)C (N-(3,5-dimethylbenzyl)-N-[(1S)-1,2,3,4-tetrahydro-1-naphthalenyl]amine). As a reaction SMILES: [CH3:1][C:2]1[CH:3]=[C:4]([CH:7]=[C:8]([CH3:10])[CH:9]=1)[CH:5]=O.[C@@H:11]1([NH2:21])[C:20]2[C:15](=[CH:16][CH:17]=[CH:18][CH:19]=2)[CH2:14][CH2:13][CH2:12]1>>[CH3:1][C:2]1[CH:3]=[C:4]([CH:7]=[C:8]([CH3:10])[CH:9]=1)[CH2:5][NH:21][C@@H:11]1[C:20]2[C:15](=[CH:16][CH:17]=[CH:18][CH:19]=2)[CH2:14][CH2:13][CH2:12]1. Procedure: 3,5-Dimethylbenzaldehyde and (1S)-1,2,3,4-tetrahydro-1-naphthalenylamine were processed as described in Example 1A to provide the title compound. Reactants: C1CCNCC1, Cc1c(C=O)[nH]c2c1C(=O)N(CCN1CCCCC1)CC2, CCO, O=C1Cc2cc(F)ccc2N1. Yields the product Cc1c(C=C2C(=O)Nc3ccc(F)cc32)[nH]c2c1C(=O)N(CCN1CCCCC1)CC2. RXN SMILES: [CH2:33]1[CH2:34][CH2:35][NH:36][CH2:37][CH2:38]1.[CH3:1][c:2]1[c:3]([CH:20]=[O:21])[nH:4][c:5]2[c:6]1[C:7](=[O:19])[N:8]([CH2:11][CH2:12][N:13]1[CH2:14][CH2:15][CH2:16][CH2:17][CH2:18]1)[CH2:9][CH2:10]2.[CH3:39][CH2:40][OH:41].[F:22][c:23]1[cH:24][c:25]2[c:29]([cH:30][cH:31]1)[NH:28][C:27](=[O:32])[CH2:26]2>>[CH3:1][c:2]1[c:3]([CH:20]=[C:26]2[c:25]3[cH:24][c:23]([F:22])[cH:31][cH:30][c:29]3[NH:28][C:27]2=[O:32])[nH:4][c:5]2[c:6]1[C:7](=[O:19])[N:8]([CH2:11][CH2:12][N:13]1[CH2:14][CH2:15][CH2:16][CH2:17][CH2:18]1)[CH2:9][CH2:10]2. Starting materials: NC1=C(C(=O)N)C=C(C=C1)OC (2-amino-5-methoxy-benzamide), OCCOC1=C(C=C(C=O)C=C1C)C (4-(2-hydroxy-ethoxy)-3,5-dimethyl-benzaldehyde), S(=O)(O)[O-].[Na+] (sodium hydrogen sulfite), O.C1(=CC=C(C=C1)S(=O)(=O)O)C (p-toluenesulfonic acid monohydrate). The solvent is CN(C(C)=O)C (N,N-dimethyl acetamide). Run at temperature 115 celsius, time 16 hour. Product: OCCOC1=C(C=C(C=C1C)C1=NC2=CC=C(C=C2C(N1)=O)OC)C (2-[4-(2-hydroxy-ethoxy)-3,5-dimethyl-phenyl]-6-methoxy-3H-quinazolin-4-one). As a reaction SMILES: [NH2:1][C:2]1[CH:10]=[CH:9][C:8]([O:11][CH3:12])=[CH:7][C:3]=1[C:4]([NH2:6])=[O:5].[OH:13][CH2:14][CH2:15][O:16][C:17]1[C:24]([CH3:25])=[CH:23][C:20]([CH:21]=O)=[CH:19][C:18]=1[CH3:26].S([O-])(O)=O.[Na+].O.C1(C)C=CC(S(O)(=O)=O)=CC=1>CN(C)C(=O)C>[OH:13][CH2:14][CH2:15][O:16][C:17]1[C:24]([CH3:25])=[CH:23][C:20]([C:21]2[NH:6][C:4](=[O:5])[C:3]3[C:2](=[CH:10][CH:9]=[C:8]([O:11][CH3:12])[CH:7]=3)[N:1]=2)=[CH:19][C:18]=1[CH3:26] |f:2.3,4.5|. Procedure details: To a stirred solution of 2-amino-5-methoxy-benzamide (2.62 g, 15.80 mmol) and 4-(2-hydroxy-ethoxy)-3,5-dimethyl-benzaldehyde (3.23 g, 16.60 mmol) in N,N-dimethyl acetamide (20 mL), were added sodium hydrogen sulfite (58.5 wt %, 3.44 g, 19.00 mmol) and p-toluenesulfonic acid monohydrate (0.60 g, 3.20 mmol) and the reaction mixture was stirred at 115° C. for 16 hours. Solvent was evaporated in vacuo, water (50 mL) was added, and the separated solid was filtered. The solid was triturated with ether... Reactants: CC(C(=O)O[C@@H](CC)[C@@H]1C[C@@H]2[C@@H](OC(O2)(C)C)O1)C ([(1S)-1-[(3aR,5S,6aR)-2,2-dimethyl-3a,5,6,6a-tetrahydrofuro[2,3-d][1,3]dioxol-5-yl]propyl] 2-methylpropanoate), CC(C(=O)O[C@@H](CC)[C@@H]1C[C@@H]2[C@@H](OC(O2)(C)C)O1)C ([(1S)-1-[(3aR,5S,6aR)-2,2-dimethyl-3a,5,6,6a-tetrahydrofuro[2,3-d][1,3]dioxol-5-yl]propyl] 2-methylpropanoate), C(C)(=O)OC(C)=O (acetic anhydride), C(C)(=O)O (acetic acid), S(O)(O)(=O)=O (sulfuric acid). The solvent is C(Cl)Cl (DCM). Reaction conditions: time 8 hour. Yields the product CC(C(=O)O[C@@H](CC)[C@H]1O[C@@H]([C@@H](C1)OC(C)=O)OC(C)=O)C ([(1S)-1-[(2S,4R,5R)-4,5-diacetoxytetrahydrofuran-2-yl]propyl] 2-methylpropanoate). The yield is 19.2%. RXN SMILES: [CH3:1][CH:2]([CH3:19])[C:3]([O:5][C@H:6]([C@H:9]1[O:18][C@@H:12]2[O:13][C:14]([CH3:17])(C)[O:15][C@@H:11]2[CH2:10]1)[CH2:7][CH3:8])=[O:4].[C:20]([O:23]C(=O)C)(=[O:22])[CH3:21].C(O)(=O)C.S(=O)(=O)(O)O>C(Cl)Cl>[CH3:19][CH:2]([CH3:1])[C:3]([O:5][C@H:6]([C@@H:9]1[CH2:10][C@@H:11]([O:15][C:14](=[O:13])[CH3:17])[C@@H:12]([O:23][C:20](=[O:22])[CH3:21])[O:18]1)[CH2:7][CH3:8])=[O:4]. Reported procedure: To a stirred solution of [(1S)-1-[(3aR,5S,6aR)-2,2-dimethyl-3a,5,6,6a-tetrahydrofuro[2,3-d][1,3]dioxol-5-yl]propyl] 2-methylpropanoate (compound 42a, 470 mg, 1.73 mmol), acetic anhydride (0.81 mL, 8.64 mmol) and acetic acid (0.51 mL, 8.64 mmol) in DCM (10 mL) was added concentrated sulfuric acid (18.4 μL, 0.17 mmol). The resulting mixture was stirred at room temperature overnight. The resulting mixture was concentrated in vacuo. The residue was purified by column chromatography on silica gel (el...